This data is from the Open Reaction Database (ORD), a public repository of structured organic reaction records. The task is: describe an organic reaction: reactants, conditions, products, and yield Starting materials: CH2N2, [Si](C)(C)(C(C)(C)C)OCCCC(=O)O (4-[tert-butyl(dimethyl)silyl]oxybutanoic acid), CCOCC (ether). Reaction conditions: time 8 hour. The product is [Si](C)(C)(C(C)(C)C)OCCCC(=O)OC (methyl 4-[tert-butyl(dimethyl)silyl]oxybutanoate). The yield is 95.0%. RXN SMILES: [Si:1]([O:8][CH2:9][CH2:10][CH2:11][C:12]([OH:14])=[O:13])([C:4]([CH3:7])([CH3:6])[CH3:5])([CH3:3])[CH3:2].[CH3:15]COCC>>[Si:1]([O:8][CH2:9][CH2:10][CH2:11][C:12]([O:14][CH3:15])=[O:13])([C:4]([CH3:7])([CH3:6])[CH3:5])([CH3:3])[CH3:2]. Procedure: CH2N2 (1.04 g, 248.1 mmol) in ether (10 mL) was added to 4-[tert-butyl(dimethyl)silyl]oxybutanoic acid (5.41 g, 24.81 mmol) in a flask. The mixture was stirred overnight, concentrated to give the title compound (5.44 g, 95%). 1H NMR (400 MHz, CDCl3): δ 0.03 (6H, s), 0.88 (9H, s), 1.81-184 (2H, m), 2.39 (2H, t, J=7.2 Hz), 3.63 (2H, d, J=6.4 Hz), 3.66 (3H, s). [M+H] Calc'd for C11H24O3Si, 233. Found, 233. Reported procedure: A solution of 4-bromo-2-thiophenecarboxaldehyde (Aldrich, 1.20 g, 6.28 mmol) in 15 ml of anhydrous ethyl ether is brought to −70° C. in a flask fitted with a thermometer, under an atmosphere of argon and with magnetic stirring. Then a 1.6 M solution of MeLi in ether (4.12 ml, 6.59 mmol) is added drop by drop between −70° C. and −60° C. The reaction is followed by CCM (eluent ether:petroleum ether=20:80). The mixture is hydrolysed in the cold with 5 ml of saturated NH4Cl solution, 20 ml of distil... Product: BrC=1C=C(SC1)C(C)O (4-bromo-2-(1′-hydroxyethyl)thiophene). The solvent is CCOCC (ether), CCOCC (ether), C(C)OCC (ethyl ether), petroleum ether. Starting materials: solution, [Li]C (MeLi), [NH4+].[Cl-] (NH4Cl), BrC=1C=C(SC1)C=O (4-bromo-2-thiophenecarboxaldehyde), O (water). Reaction SMILES: [Br:1][C:2]1[CH:3]=[C:4]([CH:7]=[O:8])[S:5][CH:6]=1.[Li][CH3:10].[NH4+].[Cl-].O>C(OCC)C>[Br:1][C:2]1[CH:3]=[C:4]([CH:7]([OH:8])[CH3:10])[S:5][CH:6]=1 |f:2.3|. Isolated yield 98.5%. The reactants are O=C([O-])[O-], CCCc1ccc(CBr)cc1, CCCCCc1ccc(-c2cnc(O)cn2)cc1, CN(C)C=O, [K+], [K+]. Yields the product CCCCCc1ccc(-c2cnc(OCc3ccc(CCC)cc3)cn2)cc1. RXN SMILES: [C:30](=[O:31])([O-:32])[O-:33].[CH2:19]([CH2:20][CH3:21])[c:22]1[cH:23][cH:24][c:25]([CH2:26][Br:27])[cH:28][cH:29]1.[CH2:1]([CH2:2][CH2:3][CH2:4][CH3:5])[c:6]1[cH:7][cH:8][c:9](-[c:12]2[n:13][cH:14][c:15]([OH:18])[n:16][cH:17]2)[cH:10][cH:11]1.[CH3:36][N:37]([CH3:38])[CH:39]=[O:40].[K+:34].[K+:35]>>[CH2:1]([CH2:2][CH2:3][CH2:4][CH3:5])[c:6]1[cH:7][cH:8][c:9](-[c:12]2[n:13][cH:14][c:15]([O:18][CH2:26][c:25]3[cH:24][cH:23][c:22]([CH2:19][CH2:20][CH3:21])[cH:29][cH:28]3)[n:16][cH:17]2)[cH:10][cH:11]1. Starting materials: [Si](C)(C)(C(C)(C)C)OC1CCCCC2=NC(=C(C=C21)C(=O)NC(=N)N)C (5-tert-Butyldirnethylsilyloxy-2-methyl-6,7,8,9-tetrahydro-5H-cyclohepta[b]pyridine-3-carbonylguanidine). Run in CO.Cl (hydrochloric acid methanol). Reaction conditions: time 14 hour. Yields the product OC1CCCCC2=NC(=C(C=C21)C(=O)NC(=N)N)C (5-Hydroxy-2-methyl-6,7,8,9-tetrahydro-5H-cyclohepta[b]pridine-3-carbonylguanidine). The yield is 135.0%. Reaction SMILES: [Si]([O:8][CH:9]1[C:19]2[C:14](=[N:15][C:16]([CH3:26])=[C:17]([C:20]([NH:22][C:23]([NH2:25])=[NH:24])=[O:21])[CH:18]=2)[CH2:13][CH2:12][CH2:11][CH2:10]1)(C(C)(C)C)(C)C>CO.Cl>[OH:8][CH:9]1[C:19]2[C:14](=[N:15][C:16]([CH3:26])=[C:17]([C:20]([NH:22][C:23]([NH2:25])=[NH:24])=[O:21])[CH:18]=2)[CH2:13][CH2:12][CH2:11][CH2:10]1 |f:1.2|. Procedure: 5-tert-Butyldirnethylsilyloxy-2-methyl-6,7,8,9-tetrahydro-5H-cyclohepta[b]pyridine-3-carbonylguanidine (252.5 mg, 0.37 mmol) was dissolved in 5% hydrochloric acid methanol solution (10.1 ml) at 0° C. and stirred at room temperature for 14 hours. The solvent was evaporated under reduced pressure, and the thus obtained residue was mixed with chloroform:methanol (4:1), adjusted to pH 9 to 10 with 5% sodium hydroxide aqueous solution and then extracted with chloroform:methanol (4:1). The thus obtain... The reactants are FC1=CC=C(C=C1)C(OCCBr)C1=CC=C(C=C1)F (1-[bis(4-fluorophenyl)methoxy]-2-bromoethane), COC=1C=C(C=C(C1)OC)C1CNCC1 (3-(3,5-dimethoxyphenyl)pyrrolidine), C([O-])([O-])=O.[K+].[K+] (potassium carbonate). Run in C(Cl)(Cl)Cl.CO (chloroform methanol). The product is FC1=CC=C(C=C1)C(OCCN1CC(CC1)C1=CC(=CC(=C1)OC)OC)C1=CC=C(C=C1)F (1-[2-[bis(4-fluorophenyl)methoxy]ethyl]-3-(3,5-dimethoxy phenyl)pyrrolidine). Yield: 46.5%. RXN SMILES: [F:1][C:2]1[CH:7]=[CH:6][C:5]([CH:8]([C:13]2[CH:18]=[CH:17][C:16]([F:19])=[CH:15][CH:14]=2)[O:9][CH2:10][CH2:11]Br)=[CH:4][CH:3]=1.[CH3:20][O:21][C:22]1[CH:23]=[C:24]([CH:30]2[CH2:34][CH2:33][NH:32][CH2:31]2)[CH:25]=[C:26]([O:28][CH3:29])[CH:27]=1.C(=O)([O-])[O-].[K+].[K+]>C(Cl)(Cl)Cl.CO>[F:1][C:2]1[CH:7]=[CH:6][C:5]([CH:8]([C:13]2[CH:18]=[CH:17][C:16]([F:19])=[CH:15][CH:14]=2)[O:9][CH2:10][CH2:11][N:32]2[CH2:33][CH2:34][CH:30]([C:24]3[CH:25]=[C:26]([O:28][CH3:29])[CH:27]=[C:22]([O:21][CH3:20])[CH:23]=3)[CH2:31]2)=[CH:4][CH:3]=1 |f:2.3.4,5.6|. Reported procedure: Proceeding as in Example 9, using 14.8 g (45 mmole) of 1-[bis(4-fluorophenyl)methoxy]-2-bromoethane, 9.4 g (45 mmole) of 3-(3,5-dimethoxyphenyl)pyrrolidine and 12 g (86 mmole) of potassium carbonate, there was obtained after silica gel column chromatography (eluent chloroform-methanol, 9/1), 9.5 g (yield: 46%) of 1-[2-[bis(4-fluorophenyl)methoxy]ethyl]-3-(3,5-dimethoxy phenyl)pyrrolidine. The reactants are ClC1=CC=C(C(=O)C=2C=C3C(=CC(N(C3=CC2)C)=O)C2=CC(=CC=C2)O)C=C1 (6-(4-chlorobenzoyl)-4-(3-hydroxyphenyl)-1-methyl-2(1H)-quinolinone), C(CC)I (propyl iodide), C(=O)([O-])[O-].[K+].[K+] (K2CO3). Solvent: O (Water). Product: ClC1=CC=C(C(=O)C=2C=C3C(=CC(N(C3=CC2)C)=O)C2=CC(=CC=C2)OCCC)C=C1 (6-(4-chlorobenzoyl)-1-methyl-4-(3-propoxyphenyl)-2(1H)-quinolinone). Isolated yield 100.0%. RXN SMILES: [Cl:1][C:2]1[CH:28]=[CH:27][C:5]([C:6]([C:8]2[CH:9]=[C:10]3[C:15](=[CH:16][CH:17]=2)[N:14]([CH3:18])[C:13](=[O:19])[CH:12]=[C:11]3[C:20]2[CH:25]=[CH:24][CH:23]=[C:22]([OH:26])[CH:21]=2)=[O:7])=[CH:4][CH:3]=1.[CH2:29](I)[CH2:30][CH3:31].C([O-])([O-])=O.[K+].[K+]>O>[Cl:1][C:2]1[CH:3]=[CH:4][C:5]([C:6]([C:8]2[CH:9]=[C:10]3[C:15](=[CH:16][CH:17]=2)[N:14]([CH3:18])[C:13](=[O:19])[CH:12]=[C:11]3[C:20]2[CH:25]=[CH:24][CH:23]=[C:22]([O:26][CH2:29][CH2:30][CH3:31])[CH:21]=2)=[O:7])=[CH:27][CH:28]=1 |f:2.3.4|. Reported procedure: A mixture of interm. (7-h) (9.5 g), propyl iodide (5.9 ml) and K2CO3 (10.1 g) was stirred and refluxed for 4 hours. Water was added and the mixture was extracted with DCM. The organic layer was separated, dried (MgSO4), filtered and the solvent was evaporated, yielding 10.4 g (100%) of 6-(4-chlorobenzoyl)-1-methyl-4-(3-propoxyphenyl)-2(1H)-quinolinone (interm. 7-i). The reactants are C[Mg]Br (Methylmagnesium bromide), CON(C(CCC1CCN(CC1)C(=O)OC(C)(C)C)=O)C (tert-butyl 4-{3-[methoxy(methyl)amino]-3-oxopropyl}piperidine-1-carboxylate), [Cl-].[NH4+] (ammonium chloride). Solvent: C1CCOC1 (THF). Run at time 3 hour. Product: O=C(CCC1CCN(CC1)C(=O)OC(C)(C)C)C (tert-butyl 4-(3-oxobutyl)piperidine-1-carboxylate). As a reaction SMILES: [CH3:1][Mg]Br.CON(C)[C:7](=[O:23])[CH2:8][CH2:9][CH:10]1[CH2:15][CH2:14][N:13]([C:16]([O:18][C:19]([CH3:22])([CH3:21])[CH3:20])=[O:17])[CH2:12][CH2:11]1.[Cl-].[NH4+]>C1COCC1>[O:23]=[C:7]([CH3:1])[CH2:8][CH2:9][CH:10]1[CH2:11][CH2:12][N:13]([C:16]([O:18][C:19]([CH3:20])([CH3:21])[CH3:22])=[O:17])[CH2:14][CH2:15]1 |f:2.3|. Procedure details: Methylmagnesium bromide (1 M THF solution, 30 mL) was added dropwise to a solution of tert-butyl 4-{3-[methoxy(methyl)amino]-3-oxopropyl}piperidine-1-carboxylate (4.5 g) in THF (50 mL) under ice-cooling, and the reaction mixture was stirred at room temperature for 3 hr. The reaction mixture was poured into saturated aqueous ammonium chloride solution, and the mixture was extracted with ethyl acetate. The extract was washed with water and saturated brine, dried over anhydrous magnesium sulfate, a... The reactants are CO, CC(=O)OC1CN(c2ccc(Cl)cc2NC(N)=O)CC1N1CCN(C(=O)c2ccc(Cl)cc2)CC1, [K+], [K+], O=C([O-])[O-]. Yields the product NC(=O)Nc1cc(Cl)ccc1N1CC(O)C(N2CCN(C(=O)c3ccc(Cl)cc3)CC2)C1. RXN SMILES: [CH3:42][OH:43].[Cl:1][c:2]1[cH:3][cH:4][c:5]([C:6](=[O:7])[N:8]2[CH2:9][CH2:10][N:11]([CH:14]3[CH:15]([O:30][C:31](=[O:32])[CH3:33])[CH2:16][N:17]([c:19]4[c:20]([NH:26][C:27](=[O:28])[NH2:29])[cH:21][c:22]([Cl:25])[cH:23][cH:24]4)[CH2:18]3)[CH2:12][CH2:13]2)[cH:34][cH:35]1.[K+:36].[K+:37].[O-:38][C:39]([O-:40])=[O:41]>>[Cl:1][c:2]1[cH:3][cH:4][c:5]([C:6](=[O:7])[N:8]2[CH2:9][CH2:10][N:11]([CH:14]3[CH:15]([OH:30])[CH2:16][N:17]([c:19]4[c:20]([NH:26][C:27](=[O:28])[NH2:29])[cH:21][c:22]([Cl:25])[cH:23][cH:24]4)[CH2:18]3)[CH2:12][CH2:13]2)[cH:34][cH:35]1.